This data is from the Open Reaction Database (ORD), a public repository of structured organic reaction records. The task is: describe an organic reaction: reactants, conditions, products, and yield Starting materials: N1=C(C=CC2=CC=CC=C12)C(=O)O (2-quinolinecarboxylic acid), N,N'-carbonyldiimidazole, NC1=NC2=NC(=CC=C2C=C1)Cl (2-amino-7-chloro-1,8-naphthyridine). Solvent: CN(C=O)C (dimethylformamide), CO (methanol). Reaction conditions: temperature 4 celsius. Product: ClC1=CC=C2C=CC(=NC2=N1)NC(=O)C1=NC2=CC=CC=C2C=C1 (N-(7-Chloro-1,8-naphthyridin-2-yl)quinoline-2-carboxamide). Yield: 26.8%. As a reaction SMILES: [N:1]1[C:10]2[C:5](=[CH:6][CH:7]=[CH:8][CH:9]=2)[CH:4]=[CH:3][C:2]=1[C:11]([OH:13])=O.[NH2:14][C:15]1[CH:24]=[CH:23][C:22]2[C:17](=[N:18][C:19]([Cl:25])=[CH:20][CH:21]=2)[N:16]=1>CN(C)C=O.CO>[Cl:25][C:19]1[N:18]=[C:17]2[C:22]([CH:23]=[CH:24][C:15]([NH:14][C:11]([C:2]3[CH:3]=[CH:4][C:5]4[C:10](=[CH:9][CH:8]=[CH:7][CH:6]=4)[N:1]=3)=[O:13])=[N:16]2)=[CH:21][CH:20]=1. Procedure: The procedure is analogous to that described in Example 1, but starting with 2-quinolinecarboxylic acid (10.4 g), N,N'-carbonyldiimidazole (13 g) and 2-amino-7-chloro-1,8-naphthyridine (7.2 g). After cooling at 4° C., the crystallized solid is separated by filtration, washed with distilled water (5×50 cc) and air-dried. The product obtained (7.4 g; m.p. 260° C.) is dissolved in a mixture of dimethylformamide (200 cc) and methanol (200 cc). After cooling for 3 hours at 4° C., the crystallized sol...